This data is from the Open Reaction Database (ORD), a public repository of structured organic reaction records. The task is: describe an organic reaction: reactants, conditions, products, and yield Reaction SMILES: [CH3:1][c:2]1[cH:3][cH:4][c:5]([S:6]([O:7][CH2:8][CH:9]2[CH2:10][c:11]3[cH:12][cH:13][cH:14][c:15]([C:16]([CH3:17])([CH3:18])[CH3:19])[c:20]3[O:21]2)(=[O:22])=[O:23])[cH:24][cH:25]1.[ClH:50].[N-:27]=[N+:28]=[N-:29].[N-:47]=[N+:48]=[N-:49].[N:30](=[N+:31]=[N-:32])[CH2:33][CH:34]1[O:35][c:36]2[c:37]([cH:39][cH:40][cH:41][c:42]2[C:43]([CH3:44])([CH3:45])[CH3:46])[CH2:38]1.[Na+:26]>>[NH2:30][CH2:33][CH:34]1[O:35][c:36]2[c:37]([cH:39][cH:40][cH:41][c:42]2[C:43]([CH3:44])([CH3:45])[CH3:46])[CH2:38]1. Product: CC(C)(C)c1cccc2c1OC(CN)C2. Reactants: Cc1ccc(S(=O)(=O)OCC2Cc3cccc(C(C)(C)C)c3O2)cc1, Cl, [N-]=[N+]=[N-], [N-]=[N+]=[N-], CC(C)(C)c1cccc2c1OC(CN=[N+]=[N-])C2, [Na+]. The reactants are CCN(C(C)C)C(C)C, ClCCl, O, O=C(Cl)c1ccc(-c2ccccn2)s1, c1cc2c(s1)CCCCN2. Product: O=C(c1ccc(-c2ccccn2)s1)N1CCCCc2sccc21. As a reaction SMILES: [CH:11]([N:12]([CH2:13][CH3:14])[CH:15]([CH3:16])[CH3:17])([CH3:18])[CH3:19].[Cl:34][CH2:35][Cl:36].[OH2:37].[n:20]1[c:21](-[c:26]2[cH:27][cH:28][c:29]([C:31](=[O:32])[Cl:33])[s:30]2)[cH:22][cH:23][cH:24][cH:25]1.[s:1]1[cH:2][cH:3][c:4]2[c:10]1[CH2:9][CH2:8][CH2:7][CH2:6][NH:5]2>>[s:1]1[cH:2][cH:3][c:4]2[c:10]1[CH2:9][CH2:8][CH2:7][CH2:6][N:5]2[C:31]([c:29]1[cH:28][cH:27][c:26](-[c:21]2[n:20][cH:25][cH:24][cH:23][cH:22]2)[s:30]1)=[O:32]. Reactants: CNS(=O)(=O)C1=CC=C(C=C1)C1=CC=NC=2NC3=C(C21)CNCC3 (N-Methyl-4-(6,7,8,9-tetrahydro-5H-dipyrido[2,3-b;3′,4′-d]pyrrol-4-yl)-benzenesulfonamide), C(C)(=O)OC(C)=O (acetic anhydride), CCN(C(C)C)C(C)C (DIEA). The solvent is O1CCOCC1 (dioxane), CCOC(=O)C.O (EtOAc H2O). Conditions: time 2 hour. The product is C(C)(=O)N1CC=2C3=C(NC2CC1)N=CC=C3C3=CC=C(C=C3)S(=O)(=O)NC (4-(6-Acetyl-6,7,8,9-tetrahydro-5H-dipyrido[2,3-b;3′,4′-d]pyrrol-4-yl)-N-methyl-benzenesulfonamide). Yield: 47.3%. RXN SMILES: [CH3:1][NH:2][S:3]([C:6]1[CH:11]=[CH:10][C:9]([C:12]2[C:20]3[C:19]4[CH2:21][NH:22][CH2:23][CH2:24][C:18]=4[NH:17][C:16]=3[N:15]=[CH:14][CH:13]=2)=[CH:8][CH:7]=1)(=[O:5])=[O:4].[C:25](OC(=O)C)(=[O:27])[CH3:26].CCN(C(C)C)C(C)C>O1CCOCC1.CCOC(C)=O.O>[C:25]([N:22]1[CH2:23][CH2:24][C:18]2[NH:17][C:16]3[N:15]=[CH:14][CH:13]=[C:12]([C:9]4[CH:8]=[CH:7][C:6]([S:3]([NH:2][CH3:1])(=[O:5])=[O:4])=[CH:11][CH:10]=4)[C:20]=3[C:19]=2[CH2:21]1)(=[O:27])[CH3:26] |f:4.5|. Procedure: N-Methyl-4-(6,7,8,9-tetrahydro-5H-dipyrido[2,3-b;3′,4′-d]pyrrol-4-yl)-benzenesulfonamide (75 mg, 0.22 mmol), acetic anhydride (22 mg, 0.22 mmol), and DIEA (0.07 mL, 0.44 mmol) were dissolved in dioxane (2.0 mL), and stirred for 2 h at room temperature. The reaction mixture was diluted with EtOAc/H2O. The resulting precipitate was filtered, washed with EtOAc, and dried under vacuum to provide 14 (40 mg, 48% yield) as a tan solid. LC-MS (M+H=385, obsd.=385). Starting materials: BrC=1C=C(C(=C(C1)CBr)OC)C (5-Bromo-1-(bromomethyl)-2-methoxy-3-methylbenzene), OCC1(CCN(CC1)C(=O)OC(C)(C)C)C1=CC=CC=C1 (tert-butyl 4-(hydroxymethyl)-4-phenylpiperidine-1-carboxylate), [H-].[Na+] (sodium hydride). Solvent: CN(C=O)C (dimethylformamide), O (water). Reaction conditions: temperature 0 celsius, time 1 hour. Product: BrC=1C=C(C(=C(COCC2(CCN(CC2)C(=O)OC(C)(C)C)C2=CC=CC=C2)C1)OC)C (tert-Butyl 4-((5-bromo-2-methoxy-3-methylbenzyloxy)methyl)-4-phenylpiperidine-1-carboxylate). As a reaction SMILES: [Br:1][C:2]1[CH:3]=[C:4]([CH3:12])[C:5]([O:10][CH3:11])=[C:6]([CH2:8]Br)[CH:7]=1.[OH:13][CH2:14][C:15]1([C:28]2[CH:33]=[CH:32][CH:31]=[CH:30][CH:29]=2)[CH2:20][CH2:19][N:18]([C:21]([O:23][C:24]([CH3:27])([CH3:26])[CH3:25])=[O:22])[CH2:17][CH2:16]1.[H-].[Na+]>CN(C)C=O.O>[Br:1][C:2]1[CH:3]=[C:4]([CH3:12])[C:5]([O:10][CH3:11])=[C:6]([CH:7]=1)[CH2:8][O:13][CH2:14][C:15]1([C:28]2[CH:29]=[CH:30][CH:31]=[CH:32][CH:33]=2)[CH2:20][CH2:19][N:18]([C:21]([O:23][C:24]([CH3:26])([CH3:27])[CH3:25])=[O:22])[CH2:17][CH2:16]1 |f:2.3|. Reported procedure: 5-Bromo-1-(bromomethyl)-2-methoxy-3-methylbenzene (0.88 g, 3.0 mmol) and tert-butyl 4-(hydroxymethyl)-4-phenylpiperidine-1-carboxylate (0.79 g, 2.7 mmol) were combined in dimethylformamide (9 mL) and cooled to 0° C. The reaction was treated with sodium hydride (144 mg, 5.99 mmol), stirred at 0° C. for 1 h, and at room temperature for 30 min. The reaction mixture was diluted with water and extracted with ethyl acetate (2×). The organic layers were pooled together, washed with brine (2×), dried ov... Starting materials: [H-].[Al+3].[Li+].[H-].[H-].[H-] (lithium aluminum hydride), COC(C1=CN=CC(=C1)OCC1=CC(=CC=C1)OCC=1N=C(OC1C)C1=CC=CC=C1)=O (methyl-5-[3-[(5-methyl-2-phenyl-4-oxazolyl)methoxy]benzyloxy]nicotinate), S(=O)(=O)([O-])[O-].[Na+].[Na+] (Sodium sulfate). Run in O1CCCC1 (tetrahydrofuran). Reaction conditions: time 3 hour. The product is CC1=C(N=C(O1)C1=CC=CC=C1)COC=1C=C(COC=2C=C(C=NC2)CO)C=CC1 ([5-[3-[(5-methyl-2-phenyl-4-oxazolyl)methoxy]benzyloxy]-3-pyridyl]methanol). Yield: 100.5%. As a reaction SMILES: C[O:2][C:3](=O)[C:4]1[CH:9]=[C:8]([O:10][CH2:11][C:12]2[CH:17]=[CH:16][CH:15]=[C:14]([O:18][CH2:19][C:20]3[N:21]=[C:22]([C:26]4[CH:31]=[CH:30][CH:29]=[CH:28][CH:27]=4)[O:23][C:24]=3[CH3:25])[CH:13]=2)[CH:7]=[N:6][CH:5]=1.[H-].[Al+3].[Li+].[H-].[H-].[H-].S([O-])([O-])(=O)=O.[Na+].[Na+]>O1CCCC1>[CH3:25][C:24]1[O:23][C:22]([C:26]2[CH:27]=[CH:28][CH:29]=[CH:30][CH:31]=2)=[N:21][C:20]=1[CH2:19][O:18][C:14]1[CH:13]=[C:12]([CH:17]=[CH:16][CH:15]=1)[CH2:11][O:10][C:8]1[CH:9]=[C:4]([CH2:3][OH:2])[CH:5]=[N:6][CH:7]=1 |f:1.2.3.4.5.6,7.8.9|. Procedure: To a mixture of methyl-5-[3-[(5-methyl-2-phenyl-4-oxazolyl)methoxy]benzyloxy]nicotinate (0.50 g) and tetrahydrofuran (10 mL) was added lithium aluminum hydride (0.045 g) under ice-cooling, and the mixture was stirred at room temperature for 3 hrs. Sodium sulfate 1.0 hydrate (0.39 g) was added to the mixture and the mixture was further stirred at room temperature for 30 min. The insoluble materials were removed by filtration, and the filtrate was concentrated to give crystals (0.47 g, 98%) of [5-... Starting materials: Cn1cc(Br)cc(Nc2ccc(N3CC(C)(O)C3)cn2)c1=O, CC(=O)OCc1c(B2OC(C)(C)C(C)(C)O2)cccc1N1CCn2c(cc3c2CCCC3)C1=O, CC(=O)[O-], CC#N, [K+], [K+], [K+], [Na+], O, O=P([O-])([O-])[O-]. Yields the product CC(=O)OCc1c(-c2cc(Nc3ccc(N4CC(C)(O)C4)cn3)c(=O)n(C)c2)cccc1N1CCn2c(cc3c2CCCC3)C1=O. RXN SMILES: [Br:1][c:2]1[cH:3][c:4]([NH:10][c:11]2[n:12][cH:13][c:14]([N:17]3[CH2:18][C:19]([CH3:21])([OH:22])[CH2:20]3)[cH:15][cH:16]2)[c:5](=[O:9])[n:6]([CH3:8])[cH:7]1.[C:23]([CH3:24])(=[O:25])[O:26][CH2:27][c:28]1[c:29]([N:43]2[C:44](=[O:56])[c:45]3[n:46]([c:47]4[c:52]([cH:53]3)[CH2:51][CH2:50][CH2:49][CH2:48]4)[CH2:54][CH2:55]2)[cH:30][cH:31][cH:32][c:33]1[B:34]1[O:35][C:36]([CH3:37])([CH3:38])[C:39]([CH3:40])([CH3:41])[O:42]1.[C:65]([O-:66])(=[O:67])[CH3:68].[CH3:70][C:71]#[N:72].[K+:62].[K+:63].[K+:64].[Na+:69].[OH2:73].[P:57]([O-:58])([O-:59])([O-:60])=[O:61]>>[c:2]1(-[c:33]2[c:28]([CH2:27][O:26][C:23]([CH3:24])=[O:25])[c:29]([N:43]3[C:44](=[O:56])[c:45]4[n:46]([c:47]5[c:52]([cH:53]4)[CH2:51][CH2:50][CH2:49][CH2:48]5)[CH2:54][CH2:55]3)[cH:30][cH:31][cH:32]2)[cH:3][c:4]([NH:10][c:11]2[n:12][cH:13][c:14]([N:17]3[CH2:18][C:19]([CH3:21])([OH:22])[CH2:20]3)[cH:15][cH:16]2)[c:5](=[O:9])[n:6]([CH3:8])[cH:7]1. The reactants are C(C)O (ethanol), C[Si](C)(C)Cl (Trimethylsilyl chloride), C(#N)C1=NC=CC(=C1)CO (2-cyanopyridine-4-methanol), O (water), C([O-])([O-])=O.[Na+].[Na+] (sodium carbonate). The product is C(C)OC(=O)C1=NC=CC(=C1)CO (2-Ethoxycarbonylpyridine-4-methanol). Isolated yield 16.0%. Reaction SMILES: C[Si](Cl)(C)C.[C:6]([C:8]1[CH:13]=[C:12]([CH2:14][OH:15])[CH:11]=[CH:10][N:9]=1)#N.O.C(=O)([O-])[O-:18].[Na+].[Na+].[CH2:23]([OH:25])[CH3:24]>>[CH2:23]([O:25][C:6]([C:8]1[CH:13]=[C:12]([CH2:14][OH:15])[CH:11]=[CH:10][N:9]=1)=[O:18])[CH3:24] |f:3.4.5|. Reported procedure: Trimethylsilyl chloride (0.4 mL, 3.0 mmol) was added to a solution of 2-cyanopyridine-4-methanol (200 mg, 1.5 mmol, Reference compound No. 11-1) in ethanol (3 mL) at 50° C. under a nitrogen atmosphere, then the mixture was stirred for 12 hours. The mixture was allowed to stand, and a little water and sodium carbonate (160 mg, 1.5 mmol) were added thereto. The solution was dried over anhydrous magnesium sulfate, then the solvent was evaporated under reduced pressure. The resulting residue was pur...